From a dataset of the Open Reaction Database (ORD), a public repository of structured organic reaction records. describe an organic reaction: reactants, conditions, products, and yield Reactants: N=1C(NC(C(C1)=O)=O)=O (pyrimidinetrione), C(C)OC(=O)C1(N(C(CC1)=O)C=1C=NC(=CC1)OC1=CC=C(C=C1)CN1N=CC=C1)C(=O)OCC (5-oxo-1-[6-(4-pyrazol-1-ylmethyl-phenoxy)-pyridin-3-yl]-pyrrolidine-2,2-dicarboxylic acid diethyl ester), NC(=O)N (urea). Solvent: [O-]CC.[Na+] (sodium ethoxide), C(C)O (ethanol). Product: N1(N=CC=C1)CC1=CC=C(OC2=CC=C(C=N2)N2C(CCC23C(NC(NC3=O)=O)=O)=O)C=C1 (1-[6-(4-Pyrazol-1-ylmethyl-phenoxy)-pyridin-3-yl]-1,7,9-triaza-spiro[4.5]decane-2,6,8,10-tetraone). As a reaction SMILES: [N:1]1[C:2](=[O:9])[NH:3]C(=O)C(=O)C=1.C(O[C:13]([C:15]1([C:40]([O:42]CC)=O)[CH2:19][CH2:18][C:17](=[O:20])[N:16]1[C:21]1[CH:22]=[N:23][C:24]([O:27][C:28]2[CH:33]=[CH:32][C:31]([CH2:34][N:35]3[CH:39]=[CH:38][CH:37]=[N:36]3)=[CH:30][CH:29]=2)=[CH:25][CH:26]=1)=[O:14])C.NC(N)=O>[O-]CC.[Na+].C(O)C>[N:35]1([CH2:34][C:31]2[CH:30]=[CH:29][C:28]([O:27][C:24]3[N:23]=[CH:22][C:21]([N:16]4[C:15]5([C:13](=[O:14])[NH:3][C:2](=[O:9])[NH:1][C:40]5=[O:42])[CH2:19][CH2:18][C:17]4=[O:20])=[CH:26][CH:25]=3)=[CH:33][CH:32]=2)[CH:39]=[CH:38][CH:37]=[N:36]1 |f:3.4|. Procedure: Following the procedure for pyrimidinetrione formation outlined in Example 1, reaction of 5-oxo-1-[6-(4-pyrazol-1-ylmethyl-phenoxy)-pyridin-3-yl]-pyrrolidine-2,2-dicarboxylic acid diethyl ester (0.2 g, 0.4 mmol) with urea (0.074 g, 1.2 mmol) in 1.2 mL of 1M sodium ethoxide in ethanol afforded 6 mg of 1-[6-(4-Pyrazol-1-ylmethyl-phenoxy)-pyridin-3-yl]-1,7,9-triaza-spiro[4.5]decane-2,6,8,10-tetraone as a colorless solid. 1H NMR (CD3OD, 500 MHz): 7.99 (d, 1H, J=2.5 Hz), 7.72 (m, 2H), 7.53 (d, 1H, J=... Reactants: [Al+3], CC(C)(C)N1CC(C(=O)O)C1, [H-], [H-], [H-], [H-], [Li+], [Na+], C1CCOC1, [OH-], O. The product is CC(C)(C)N1CC(CO)C1. Reaction SMILES: [Al+3:13].[C:1]([CH3:2])([CH3:3])([CH3:4])[N:5]1[CH2:6][CH:7]([C:9](=[O:10])[OH:11])[CH2:8]1.[H-:12].[H-:15].[H-:16].[H-:17].[Li+:14].[Na+:24].[O:18]1[CH2:19][CH2:20][CH2:21][CH2:22]1.[OH-:23].[OH2:25]>>[C:1]([CH3:2])([CH3:3])([CH3:4])[N:5]1[CH2:6][CH:7]([CH2:9][OH:10])[CH2:8]1. Reactants: FC1=C(C=CC(=C1)F)N1C(C(=CC=C1C)C#N)=O (1-(2,4-difluorophenyl)-6-methyl-2-oxo-1,2-dihydropyridine-3-carbonitrile), O (water), [OH-].[Na+] (sodium hydroxide). The solvent is S(O)(O)(=O)=O (sulfuric acid). The product is FC1=C(C=CC(=C1)F)N1C(C(=CC=C1C)C(=O)O)=O (1-(2,4-difluorophenyl)-6-methyl-2-oxo-1,2-dihydropyridine-3-carboxylic acid). Isolated yield 93.0%. Reaction SMILES: [F:1][C:2]1[CH:7]=[C:6]([F:8])[CH:5]=[CH:4][C:3]=1[N:9]1[C:14]([CH3:15])=[CH:13][CH:12]=[C:11]([C:16]#N)[C:10]1=[O:18].[OH2:19].[OH-:20].[Na+]>S(=O)(=O)(O)O>[F:1][C:2]1[CH:7]=[C:6]([F:8])[CH:5]=[CH:4][C:3]=1[N:9]1[C:14]([CH3:15])=[CH:13][CH:12]=[C:11]([C:16]([OH:20])=[O:19])[C:10]1=[O:18] |f:2.3|. Procedure details: A solution of 1-(2,4-difluorophenyl)-6-methyl-2-oxo-1,2-dihydropyridine-3-carbonitrile (600 mg, 2.44 mmol) in conc. sulfuric acid (3 mL)/water (3 mL) was stirred at 120° C. for 17 hr. The reaction solution was allowed to cool to room temperature, and alkalified with 8N aqueous sodium hydroxide solution. The aqueous layer was washed with ethyl acetate. The aqueous layer was acidified with 2N hydrochloric acid and the precipitate was collected by filtration and washed with water to give the title ... The reactants are ClC=1C(=CC(=C(C(=O)NC2CN(N(C2)CC)CC)C1)OC)NC (5-chloro-2-methoxy-4-(methylamino)-N-(1,2-diethyl-4-pyrazolidinyl)benzamide), Cl[O-].[Na+] (sodium hypochlorite). Yields the product C(C)N1N=CC(C1)NC(C1=C(C=C(C(=C1)Cl)NC)OC)=O (N-(4,5-dihydro-1-ethyl-1H-pyrazol-4-yl)-4-(methylamino)-5-chloro-2-methoxybenzamide). RXN SMILES: [Cl:1][C:2]1[C:3]([NH:22][CH3:23])=[CH:4][C:5]([O:20][CH3:21])=[C:6]([CH:19]=1)[C:7]([NH:9][CH:10]1[CH2:14][N:13](CC)[N:12]([CH2:17][CH3:18])[CH2:11]1)=[O:8].Cl[O-].[Na+]>>[CH2:17]([N:12]1[CH2:11][CH:10]([NH:9][C:7](=[O:8])[C:6]2[CH:19]=[C:2]([Cl:1])[C:3]([NH:22][CH3:23])=[CH:4][C:5]=2[O:20][CH3:21])[CH:14]=[N:13]1)[CH3:18] |f:1.2|. Reported procedure: In accordance with the procedure of Example 2, 5-chloro-2-methoxy-4-(methylamino)-N-(1,2-diethyl-4-pyrazolidinyl)benzamide is reacted with sodium hypochlorite and the product is isolated. The reactants are O=C([O-])[O-], C1COCCO1, Cn1cc(Cl)ncc1=O, [Cs+], [Cs+], CC(c1ccc(B2OC(C)(C)C(C)(C)O2)cc1)N1CCC(CC(C)(C)O)(c2ccccc2)OC1=O. The product is CC(c1ccc(-c2cn(C)c(=O)cn2)cc1)N1CCC(CC(C)(C)O)(c2ccccc2)OC1=O. As a reaction SMILES: [C:45](=[O:46])([O-:47])[O-:48].[CH2:51]1[O:52][CH2:53][CH2:54][O:55][CH2:56]1.[Cl:36][c:37]1[n:38][cH:39][c:40](=[O:44])[n:41]([CH3:43])[cH:42]1.[Cs+:49].[Cs+:50].[OH:1][C:2]([CH2:3][C:4]1([c:28]2[cH:29][cH:30][cH:31][cH:32][cH:33]2)[CH2:5][CH2:6][N:7]([CH:11]([CH3:12])[c:13]2[cH:14][cH:15][c:16]([B:19]3[O:20][C:21]([CH3:22])([CH3:23])[C:24]([CH3:25])([CH3:26])[O:27]3)[cH:17][cH:18]2)[C:8](=[O:10])[O:9]1)([CH3:34])[CH3:35]>>[OH:1][C:2]([CH2:3][C:4]1([c:28]2[cH:29][cH:30][cH:31][cH:32][cH:33]2)[CH2:5][CH2:6][N:7]([CH:11]([CH3:12])[c:13]2[cH:14][cH:15][c:16](-[c:37]3[n:38][cH:39][c:40](=[O:44])[n:41]([CH3:43])[cH:42]3)[cH:17][cH:18]2)[C:8](=[O:10])[O:9]1)([CH3:34])[CH3:35].